Dataset: the Open Reaction Database (ORD), a public repository of structured organic reaction records. Task: describe an organic reaction: reactants, conditions, products, and yield Reactants: ClC1=C(C(=NC(=N1)C)N)N (6-chloro-2-methyl-4,5-pyrimidinediamine), C(C1=CC=CC=C1)=O (benzaldehyde). Product: ClC1=C2NC=NC2=NC=N1 (6-chloropurine). Reaction SMILES: [Cl:1][C:2]1[N:7]=[C:6](C)[N:5]=[C:4]([NH2:9])[C:3]=1[NH2:10].[CH:11](=O)C1C=CC=CC=1>>[Cl:1][C:2]1[N:7]=[CH:6][N:5]=[C:4]2[C:3]=1[NH:10][CH:11]=[N:9]2. Procedure details: In Step 1, 6-chloro-2-methyl-4,5-pyrimidinediamine is reacted with a benzaldehyde (3) to provide a 6-chloropurine (6), essentially as described in Scheme 1, Step 2, above. In Step 2, a 6-chloropurine (6) is reacted with a piperazine (5) to provide a piperazinyl purine (7) essentially as described in Scheme 1, Step 3, above. Reactants: C(C)OC(C1=CC=CC=C1)=C1C(NC2=CC=C(C=C12)[N+](=O)[O-])=O (3-(1-ethoxy-1-phenyl-methylidene)-5-nitro-2-indolinone), N1=C(N=CC=C1)NCC1=CC=C(N)C=C1 (4-(pyrimidin-2-ylaminomethyl)-aniline). Yields the product N1=C(N=CC=C1)NCC1=CC=C(C=C1)N\C(\C1=CC=CC=C1)=C\1/C(NC2=CC=C(C=C12)[N+](=O)[O-])=O ((Z)-3-{1-[4-(pyrimidin-2-ylaminomethyl)-phenylamino]-1-phenyl-methylidene}-5-nitro-2-indolinone). RXN SMILES: C(O[C:4](=[C:11]1[C:19]2[C:14](=[CH:15][CH:16]=[C:17]([N+:20]([O-:22])=[O:21])[CH:18]=2)[NH:13][C:12]1=[O:23])[C:5]1[CH:10]=[CH:9][CH:8]=[CH:7][CH:6]=1)C.[N:24]1[CH:29]=[CH:28][CH:27]=[N:26][C:25]=1[NH:30][CH2:31][C:32]1[CH:38]=[CH:37][C:35]([NH2:36])=[CH:34][CH:33]=1>>[N:24]1[CH:29]=[CH:28][CH:27]=[N:26][C:25]=1[NH:30][CH2:31][C:32]1[CH:38]=[CH:37][C:35]([NH:36]/[C:4](=[C:11]2\[C:12](=[O:23])[NH:13][C:14]3[C:19]\2=[CH:18][C:17]([N+:20]([O-:22])=[O:21])=[CH:16][CH:15]=3)/[C:5]2[CH:6]=[CH:7][CH:8]=[CH:9][CH:10]=2)=[CH:34][CH:33]=1. Procedure details: Prepared analogously to Example 89 by reacting 3-(1-ethoxy-1-phenyl-methylidene)-5-nitro-2-indolinone with 4-(pyrimidin-2-ylaminomethyl)-aniline. Starting materials: P(=O)([O-])([O-])[O-].[Na+].[Na+].[Na+] (sodium phosphate), N(=[N+]=[N-])CC1CC(CO1)SC1=C(N2C(C(C2C1C)C(C)O)=O)C(=O)O (3-[[5-(Azidomethyl)tetrahydro-3-furanyl]thio]-6-(1-hydroxyethyl)-4-methyl-7-oxo-1-azabicyclo[3.2.0]hept-2-ene-2-carboxylic acid), C(C)(C)OC(N(C)C)OC(C)C (N,N-dimethylformamide diisopropyl acetal). Conditions: temperature 0 celsius, time 35 minute. Product: CN(C)C=NCC1CC(CO1)SC1=C(N2C(C(C2C1C)C(C)O)=O)C(=O)O (3-[[5-[[[(Dimethylamino)methylene]amino]methyl]tetrahydro-3furanyl]thio]-6-(1-hydroxyethyl)-4-methyl-7-oxo-1-azabicyclo[3.2.0]-hept-2-ene-2-carboxylic acid). Reaction SMILES: P([O-])([O-])([O-])=O.[Na+].[Na+].[Na+].[N:9]([CH2:12][CH:13]1[O:17][CH2:16][CH:15]([S:18][C:19]2[CH:25]([CH3:26])[CH:24]3[N:21]([C:22](=[O:30])[CH:23]3[CH:27]([OH:29])[CH3:28])[C:20]=2[C:31]([OH:33])=[O:32])[CH2:14]1)=[N+]=[N-].C(O[CH:38](OC(C)C)[N:39]([CH3:41])[CH3:40])(C)C>>[CH3:38][N:39]([CH:41]=[N:9][CH2:12][CH:13]1[O:17][CH2:16][CH:15]([S:18][C:19]2[CH:25]([CH3:26])[CH:24]3[N:21]([C:22](=[O:30])[CH:23]3[CH:27]([OH:29])[CH3:28])[C:20]=2[C:31]([OH:33])=[O:32])[CH2:14]1)[CH3:40] |f:0.1.2.3|. Reported procedure: Three ml of sodium phosphate buffer, pH 7, is cooled to 0° C. and 0.052 g of product from Example 46 is added. To this cooled solution is added, dropwise, 159 μl of N,N-dimethylformamide diisopropyl acetal, while maintaining the pH below 8.5. The reaction mixture is stirred at 0° C. for 35 minutes, pH adjusted to 7.0 and freeze-dried. The residue is purified by chromato- graphy (C18 reverse phase tlc plates: 75% aqueous ethyl alcohol) to give 0.031 g of the desired product. Starting materials: FC1=CC=C(C=C1)N(C(=O)N1C=NC=C1)CCOC (N-(4-fluoro-phenyl)-N-(2-methoxyethyl)-1H-imidazole-1-carboxamide), CI (methyl iodide). Run in C(C)#N (acetonitrile). Run at time 24 hour. Product: [I-].FC1=CC=C(C=C1)N(C(=O)N1C=[N+](C=C1)C)CCOC (1-((4-Fluorophenyl)(2-methoxyethyl)carbamoyl)-3-methyl-1H-imidazol-3-ium iodide). RXN SMILES: [F:1][C:2]1[CH:7]=[CH:6][C:5]([N:8]([CH2:16][CH2:17][O:18][CH3:19])[C:9]([N:11]2[CH:15]=[CH:14][N:13]=[CH:12]2)=[O:10])=[CH:4][CH:3]=1.[CH3:20][I:21]>C(#N)C>[I-:21].[F:1][C:2]1[CH:3]=[CH:4][C:5]([N:8]([CH2:16][CH2:17][O:18][CH3:19])[C:9]([N:11]2[CH:15]=[CH:14][N+:13]([CH3:20])=[CH:12]2)=[O:10])=[CH:6][CH:7]=1 |f:3.4|. Procedure: To a 50 mL round-bottomed flask was added N-(4-fluorophenyl)-N-(2-methoxy-ethyl)-1H-imidazole-1-carboxamide (91 mg, 346 μmol, from step 2), acetonitrile (2 mL), methyl iodide (86 μL, 1383 μmol, Aldrich). The solution was stirred at RT for 24 h. The solvent was removed in vacuo to give the product, which was used for the next step reaction without purification. Starting materials: CCc1nc2ccccc2n1-c1nc(N2CCOCC2)c2nc(C(C)(O)C3CCN(C(=O)OC(C)(C)C)CC3)n(C)c2n1, ClCCl, O=C(O)C(F)(F)F. Product: CCc1nc2ccccc2n1-c1nc(N2CCOCC2)c2nc(C(C)(O)C3CCNCC3)n(C)c2n1. Reaction SMILES: [C:1]([O:2][C:3](=[O:4])[N:8]1[CH2:9][CH2:10][CH:11]([C:14]([CH3:15])([OH:16])[c:17]2[n:18]([CH3:43])[c:19]3[n:20][c:21](-[n:32]4[c:33]([CH2:41][CH3:42])[n:34][c:35]5[c:36]4[cH:37][cH:38][cH:39][cH:40]5)[n:22][c:23]([N:26]4[CH2:27][CH2:28][O:29][CH2:30][CH2:31]4)[c:24]3[n:25]2)[CH2:12][CH2:13]1)([CH3:5])([CH3:6])[CH3:7].[Cl:51][CH2:52][Cl:53].[F:44][C:45]([F:46])([F:47])[C:48]([OH:49])=[O:50]>>[NH:8]1[CH2:9][CH2:10][CH:11]([C:14]([CH3:15])([OH:16])[c:17]2[n:18]([CH3:43])[c:19]3[n:20][c:21](-[n:32]4[c:33]([CH2:41][CH3:42])[n:34][c:35]5[c:36]4[cH:37][cH:38][cH:39][cH:40]5)[n:22][c:23]([N:26]4[CH2:27][CH2:28][O:29][CH2:30][CH2:31]4)[c:24]3[n:25]2)[CH2:12][CH2:13]1. Conditions: time 1 hour. The reactants are [Si](C)(C)(C(C)(C)C)OC1CN(CCC1)C=1C=CC(=C(C(=O)NC=2C(=C(C(=O)OC)C=CC2C)C)C1)C (methyl 3-[[5-[3-[tert-butyl(dimethyl)silyl]oxy-1-piperidyl]-2-methyl-benzoyl]amino]-2,4-dimethyl-benzoate), [N+](CCCC)(CCCC)(CCCC)CCCC.[F-] (Bu4NF). Procedure: To a solution of methyl 3-[[5-[3-[tert-butyl(dimethyl)silyl]oxy-1-piperidyl]-2-methyl-benzoyl]amino]-2,4-dimethyl-benzoate (0.4 g, 0.78 mmol) in THF (20 ml) is added Bu4NF 1.0 M in THF (0.409 g, 1.56 mmol) at 0° C. The reaction mixture is gradually warmed to ambient temperature. After 1 hour, the reaction mixture is diluted with ice-water and extracted twice with ethyl acetate. The organic layers are combined, dried over sodium sulfate, filtered, and concentrated under reduced pressure to give a... Solvent: ice water, C1CCOC1 (THF), C1CCOC1 (THF). RXN SMILES: [Si]([O:8][CH:9]1[CH2:14][CH2:13][CH2:12][N:11]([C:15]2[CH:16]=[CH:17][C:18]([CH3:36])=[C:19]([CH:35]=2)[C:20]([NH:22][C:23]2[C:24]([CH3:34])=[C:25]([CH:30]=[CH:31][C:32]=2[CH3:33])[C:26]([O:28][CH3:29])=[O:27])=[O:21])[CH2:10]1)(C(C)(C)C)(C)C.[N+](CCCC)(CCCC)(CCCC)CCCC.[F-]>C1COCC1>[OH:8][CH:9]1[CH2:14][CH2:13][CH2:12][N:11]([C:15]2[CH:16]=[CH:17][C:18]([CH3:36])=[C:19]([CH:35]=2)[C:20]([NH:22][C:23]2[C:24]([CH3:34])=[C:25]([CH:30]=[CH:31][C:32]=2[CH3:33])[C:26]([O:28][CH3:29])=[O:27])=[O:21])[CH2:10]1 |f:1.2|. Yields the product OC1CN(CCC1)C=1C=CC(=C(C(=O)NC=2C(=C(C(=O)OC)C=CC2C)C)C1)C (methyl 3-[[5-(3-hydroxy-1-piperidyl)-2-methyl-benzoyl]amino]-2,4-dimethyl-benzoate). The yield is 97.0%. The reactants are CC(C)(C)[Si](C)(C)Cl, CCOC(C)=O, CN(C)C=O, O=c1cc(CO)n(-c2ccccc2)cc1O, c1c[nH]cn1. The product is CC(C)(C)[Si](C)(C)Oc1cn(-c2ccccc2)c(CO)cc1=O. As a reaction SMILES: [C:22]([CH3:23])([CH3:24])([CH3:25])[Si:26]([CH3:27])([CH3:28])[Cl:29].[CH3:35][CH2:36][O:37][C:38]([CH3:39])=[O:40].[O:30]=[CH:31][N:32]([CH3:33])[CH3:34].[OH:1][c:2]1[c:3](=[O:16])[cH:4][c:5]([CH2:14][OH:15])[n:6](-[c:8]2[cH:9][cH:10][cH:11][cH:12][cH:13]2)[cH:7]1.[nH:17]1[cH:18][cH:19][n:20][cH:21]1>>[O:1]([c:2]1[c:3](=[O:16])[cH:4][c:5]([CH2:14][OH:15])[n:6](-[c:8]2[cH:9][cH:10][cH:11][cH:12][cH:13]2)[cH:7]1)[Si:26]([C:22]([CH3:23])([CH3:24])[CH3:25])([CH3:27])[CH3:28]. Reactants: BrC1=C(C=CC=C1)NC1=NC=2C3=C(CCC2C=N1)C(=NN3C)C(=O)NC3=C(C=CC=C3CC)CC (8-[(2-bromophenyl)amino]-N-(2,6-diethylphenyl)-1-methyl-4,5-dihydro-1H-pyrazolo[4,3-h]quinazoline-3-carboxamide), [Na+].[I-] (NaI), II (iodine). Reagents/catalysts: [Cu]I (CuI). Solvent: O1CCOCC1 (dioxane), ClCCl.CO (dichloromethane methanol). Reaction conditions: temperature 150 celsius. Yields the product C(C)C1=C(C(=CC=C1)CC)NC(=O)C1=NN(C2=C1CCC=1C=NC(=NC21)NC2=C(C=CC=C2)I)C (N-(2,6-Diethylphenyl)-8-[(2-iodophenyl)amino]-1-methyl-4,5-dihydro-1H-pyrazolo[4,3-h]quinazoline-3-carboxamide). Yield: 46.9%. As a reaction SMILES: Br[C:2]1[CH:7]=[CH:6][CH:5]=[CH:4][C:3]=1[NH:8][C:9]1[N:18]=[CH:17][C:16]2[CH2:15][CH2:14][C:13]3[C:19]([C:23]([NH:25][C:26]4[C:31]([CH2:32][CH3:33])=[CH:30][CH:29]=[CH:28][C:27]=4[CH2:34][CH3:35])=[O:24])=[N:20][N:21]([CH3:22])[C:12]=3[C:11]=2[N:10]=1.[Na+].[I-:37].II>O1CCOCC1.ClCCl.CO.[Cu]I>[CH2:34]([C:27]1[CH:28]=[CH:29][CH:30]=[C:31]([CH2:32][CH3:33])[C:26]=1[NH:25][C:23]([C:19]1[C:13]2[CH2:14][CH2:15][C:16]3[CH:17]=[N:18][C:9]([NH:8][C:3]4[CH:4]=[CH:5][CH:6]=[CH:7][C:2]=4[I:37])=[N:10][C:11]=3[C:12]=2[N:21]([CH3:22])[N:20]=1)=[O:24])[CH3:35] |f:1.2,5.6|. Procedure details: To a solution 8-[(2-bromophenyl)amino]-N-(2,6-diethylphenyl)-1-methyl-4,5-dihydro-1H-pyrazolo[4,3-h]quinazoline-3-carboxamide (68 mg, 0.129 mmol) in dioxane (0.5 mL) in a sealed tube, NaI (38 mg, 0.257 mmol), CuI (1.2 mg, 0.006 mmol), iodine (74 mg, 0.129 mmol) and trans-N,N′-dimethylcycloesane-1,2-diammine were added. The mixture was then heated at 150° C. for 12 h. Solvent evaporated to dryness and the crude solid was purified by flash chromatography on silica gel (eluant: dichloromethane/meth... Starting materials: C(=O)(OCC[Si](C)(C)C)ON1C(=O)CCC1=O (Teoc-OSu), [Si](C)(C)(C(C)(C)C)OC1CCC(CC1)C[C@@H](CNC)NC(OC(C)(C)C)=O ((S)-tert-butyl 1-(4-(tert-butyldimethylsilyloxy)cyclohexyl)-3-(methylamino)propan-2-ylcarbamate), C(=O)([O-])[O-].[K+].[K+] (K2CO3). Solvent: O (H2O), C(Cl)Cl (CH2Cl2). Run at time 2 hour. Product: [Si](C)(C)(C(C)(C)C)OC1CCC(CC1)C[C@@H](CN(C(=O)OCC[Si](C)(C)C)C)NC(OC(C)(C)C)=O ((S)-tert-butyl 1-(4-(tert-butyldimethylsilyloxy)cyclohexyl)-3-(N-methyl-N-(2-(trimethylsilyl)ethoxycarbonyl)amino)propan-2-ylcarbamate). The yield is 69.8%. RXN SMILES: [C:1]([O:10]N1C(=O)CCC1=O)([O:3][CH2:4][CH2:5][Si:6]([CH3:9])([CH3:8])[CH3:7])=O.[Si:18]([O:25][CH:26]1[CH2:31][CH2:30][CH:29]([CH2:32][C@H:33]([NH:37][C:38](=[O:44])[O:39][C:40]([CH3:43])([CH3:42])[CH3:41])[CH2:34][NH:35][CH3:36])[CH2:28][CH2:27]1)([C:21]([CH3:24])([CH3:23])[CH3:22])([CH3:20])[CH3:19].C([O-])([O-])=O.[K+].[K+]>O.C(Cl)Cl>[Si:18]([O:25][CH:26]1[CH2:27][CH2:28][CH:29]([CH2:32][C@H:33]([NH:37][C:38](=[O:44])[O:39][C:40]([CH3:43])([CH3:42])[CH3:41])[CH2:34][N:35]([CH3:36])[C:1]([O:3][CH2:4][CH2:5][Si:6]([CH3:7])([CH3:8])[CH3:9])=[O:10])[CH2:30][CH2:31]1)([C:21]([CH3:23])([CH3:24])[CH3:22])([CH3:20])[CH3:19] |f:2.3.4|. Procedure details: Solid Teoc-OSu (1.35 g, 5.25 mmol) was added to a two-phase solution of (S)-tert-butyl 1-(4-(tert-butyldimethylsilyloxy)cyclohexyl)-3-(methylamino)propan-2-ylcarbamate (2.0 g, 5.0 mmol), K2CO3 (0.75 g, 9.0 mmol) in H2O (6 ml) and CH2Cl2 (12 mL). The mixture was vigorously stirred for 2 h at rt. The product was extracted with CH2Cl2. The combined organic layers were washed with sat'd aq NaHCO3 and brine, dried over Na2SO4 and evaporated. The residue was purified by column chromatography to provid...